Dataset: the Open Reaction Database (ORD), a public repository of structured organic reaction records. Task: describe an organic reaction: reactants, conditions, products, and yield The reactants are Cl (hydrochloric acid), solution, C(C1=CC=CC=C1)OC(=O)NC(CS(=O)(=O)Br)C (2-(benzyloxycarbonylamino)propane-1-sulfonyl bromide), C(C)N (ethylamine). Run in O1CCCC1 (tetrahydrofuran). Conditions: time 1 hour. Yields the product C(C)NS(=O)(=O)CC(C)NC(=O)OCC1=CC=CC=C1 (N-ethyl-2-(benzyloxycarbonylamino)propane-1-sulfonamide). RXN SMILES: [CH2:1]([O:8][C:9]([NH:11][CH:12]([CH3:18])[CH2:13][S:14](Br)(=[O:16])=[O:15])=[O:10])[C:2]1[CH:7]=[CH:6][CH:5]=[CH:4][CH:3]=1.[CH2:19]([NH2:21])[CH3:20].Cl>O1CCCC1>[CH2:19]([NH:21][S:14]([CH2:13][CH:12]([NH:11][C:9]([O:8][CH2:1][C:2]1[CH:7]=[CH:6][CH:5]=[CH:4][CH:3]=1)=[O:10])[CH3:18])(=[O:16])=[O:15])[CH3:20]. Procedure: A solution (5 ml) of 1.44 g (3.3 mmol) of 2-(benzyloxycarbonylamino)propane-1-sulfonyl bromide in tetrahydrofuran was added dropwise to 70% aqueous ethylamine solution (10 ml) under ice-cooling. The reaction was carried out at room temperature for 1 hour, after which the reaction mixture was poured into diluted hydrochloric acid, followed by three runs of extraction with ethyl acetate. The extract solution was washed with saturated aqueous sodium chloride solution and dried over anhydrous sodium... The reactants are ClC=1C=C(C=CC1Cl)C1(CN(CC1)C(C1=CC(=C(C(=C1)OC)OC)OC)=O)CCCS(=O)(=O)[O-] (2-[3-(3,4-dichloro-phenyl)-1-(3,4,5-trimethoxy-benzoyl)-pyrrolidin-3-yl]-ethyl-methanesulfonate), Cl.N1(CCOCC1)C(=O)N.C1(=CC=CC=C1)C1(CCNCC1)C(=O)O (4-phenyl-piperidine-4-carboxylic acid morpholine-amide hydrochloride). The product is N1(CCOCC1)C(=O)N.ClC=1C=C(C=CC1Cl)C1(CN(CC1)C(C1=CC(=C(C(=C1)OC)OC)OC)=O)CCN1CCC(CC1)(C(=O)O)C1=CC=CC=C1 (1-[2-[3-(3,4-dichloro-phenyl)-1-(3,4,5-trimethoxy-benzoyl)-pyrrolidin-3-yl]-ethyl]-4-phenyl-piperidine-4-carboxylic acid morpholine-amide). Reaction SMILES: [Cl:1][C:2]1[CH:3]=[C:4]([C:9]2([CH2:28][CH2:29]CS([O-])(=O)=O)[CH2:13][CH2:12][N:11]([C:14](=[O:27])[C:15]3[CH:20]=[C:19]([O:21][CH3:22])[C:18]([O:23][CH3:24])=[C:17]([O:25][CH3:26])[CH:16]=3)[CH2:10]2)[CH:5]=[CH:6][C:7]=1[Cl:8].Cl.[N:36]1([C:42]([NH2:44])=[O:43])[CH2:41][CH2:40][O:39][CH2:38][CH2:37]1.[C:45]1([C:51]2([C:57]([OH:59])=[O:58])[CH2:56][CH2:55][NH:54][CH2:53][CH2:52]2)[CH:50]=[CH:49][CH:48]=[CH:47][CH:46]=1>>[N:36]1([C:42]([NH2:44])=[O:43])[CH2:41][CH2:40][O:39][CH2:38][CH2:37]1.[Cl:1][C:2]1[CH:3]=[C:4]([C:9]2([CH2:28][CH2:29][N:54]3[CH2:53][CH2:52][C:51]([C:45]4[CH:46]=[CH:47][CH:48]=[CH:49][CH:50]=4)([C:57]([OH:59])=[O:58])[CH2:56][CH2:55]3)[CH2:13][CH2:12][N:11]([C:14](=[O:27])[C:15]3[CH:20]=[C:19]([O:21][CH3:22])[C:18]([O:23][CH3:24])=[C:17]([O:25][CH3:26])[CH:16]=3)[CH2:10]2)[CH:5]=[CH:6][C:7]=1[Cl:8] |f:1.2.3,4.5|. Reported procedure: Prepare by the method of example 3.3 using 2-[3-(3,4-dichloro-phenyl)-1-(3,4,5-trimethoxy-benzoyl)-pyrrolidin-3-yl]-ethyl-methanesulfonate (5 mmol) and 4-phenyl-piperidine-4-carboxylic acid morpholine-amide hydrochloride (7.5 mmol, 1.5 eq.). Chromatograph on silica gel to give the title compound.